Dataset: the Open Reaction Database (ORD), a public repository of structured organic reaction records. Task: describe an organic reaction: reactants, conditions, products, and yield Starting materials: C1=CC=CC=2C3=CC=CC=C3C(C12)COC(=O)N[C@H](CCCCNC(OC(C)(C)C)=O)CSC1=CC=CC=C1 (tert-butyl N-((5R)-5-(((9H-fluoren-9-ylmethoxy)carbonyl)amino)-6-(phenylthio)hexyl)carbamate), ClCCl (dichloromethane). Run in C(=O)(C(F)(F)F)O (TFA). Reaction conditions: time 30 minute. Product: CN(CCCC[C@H](CSC1=CC=CC=C1)NC(OCC1C2=CC=CC=C2C=2C=CC=CC12)=O)C (9H-fluoren-9-ylmethyl (1R)-5-(dimethylamino)-1-((phenylthio)methyl)pentylcarbamate). Reaction SMILES: [CH:1]1[C:13]2[CH:12]([CH2:14][O:15][C:16]([NH:18][C@@H:19]([CH2:32][S:33][C:34]3[CH:39]=[CH:38][CH:37]=[CH:36][CH:35]=3)[CH2:20][CH2:21][CH2:22][CH2:23][NH:24][C:25](=O)OC(C)(C)C)=[O:17])[C:11]3[C:6](=[CH:7][CH:8]=[CH:9][CH:10]=3)[C:5]=2[CH:4]=[CH:3][CH:2]=1.Cl[CH2:41]Cl>C(O)(C(F)(F)F)=O>[CH3:41][N:24]([CH3:25])[CH2:23][CH2:22][CH2:21][CH2:20][C@@H:19]([NH:18][C:16](=[O:17])[O:15][CH2:14][CH:12]1[C:11]2[CH:10]=[CH:9][CH:8]=[CH:7][C:6]=2[C:5]2[C:13]1=[CH:1][CH:2]=[CH:3][CH:4]=2)[CH2:32][S:33][C:34]1[CH:39]=[CH:38][CH:37]=[CH:36][CH:35]=1. Procedure details: A solution of Example 124B (1.36 g, 2.4 mmol) in dichloromethane (5 mL) and TFA (5 mL) was stirred at room temperature for 30 minutes, and concentrated. The concentrate was dissolved in acetic acid (1 mL) and 37% aqueous formaldehyde (5 mL), treated with 1M NaCNBH3 in THF (10 mL), stirred for 30 minutes, adjusted to pH 7 with aqueous NaHCO3, and extracted with ethyl acetate(3×100 mL). The combined extracts were washed with water and brine, dried (Na2SO4), filtered, and concentrated. The concentr...